This data is from the Open Reaction Database (ORD), a public repository of structured organic reaction records. The task is: describe an organic reaction: reactants, conditions, products, and yield Procedure: To a solution of 0.15 g of tert-butyl (5-(1,3-dioxolan-2-yl)methyl-6-oxo-5,6-dihydro-1,5-naphthyridin-3-yl)carbamate in 2 mL of N,N-dimethylformamide, 21 mg of 60% sodium hydride and 32 μL of methyl iodide were added, and the mixture was stirred at room temperature for 2 hours 20 minutes. Thereto were further added 9 mg of 60% sodium hydride and 13 μL of methyl iodide, and the mixture was stirred at room temperature for 1 hour. Ethyl acetate and water were added to the reaction mixture, and the ... Solvent: CN(C=O)C (N,N-dimethylformamide), O (water). Starting materials: O1C(OCC1)CN1C=2C=C(C=NC2C=CC1=O)NC(OC(C)(C)C)=O (tert-butyl (5-(1,3-dioxolan-2-yl)methyl-6-oxo-5,6-dihydro-1,5-naphthyridin-3-yl)carbamate), [H-].[Na+] (sodium hydride), CI (methyl iodide), [H-].[Na+] (sodium hydride), CI (methyl iodide), C(C)(=O)OCC (Ethyl acetate). As a reaction SMILES: [O:1]1[CH2:5][CH2:4][O:3][CH:2]1[CH2:6][N:7]1[C:16](=[O:17])[CH:15]=[CH:14][C:13]2[N:12]=[CH:11][C:10]([NH:18][C:19](=[O:25])[O:20][C:21]([CH3:24])([CH3:23])[CH3:22])=[CH:9][C:8]1=2.[H-].[Na+].CI.[C:30](OCC)(=O)C>CN(C)C=O.O>[O:3]1[CH2:4][CH2:5][O:1][CH:2]1[CH2:6][N:7]1[C:16](=[O:17])[CH:15]=[CH:14][C:13]2[N:12]=[CH:11][C:10]([N:18]([CH3:30])[C:19](=[O:25])[O:20][C:21]([CH3:22])([CH3:24])[CH3:23])=[CH:9][C:8]1=2 |f:1.2|. Run at time 20 minute. Product: O1C(OCC1)CN1C=2C=C(C=NC2C=CC1=O)N(C(OC(C)(C)C)=O)C (tert-butyl (5-(1,3-dioxolan-2-yl)methyl-6-oxo-5,6-dihydro-1,5-naphthyridin-3-yl)(methyl)carbamate).